From a dataset of the Open Reaction Database (ORD), a public repository of structured organic reaction records. describe an organic reaction: reactants, conditions, products, and yield Starting materials: CCN(C)S(=O)(=O)c1ccc([Sn](C)(C)C)nc1, Nc1ncc(Br)cc1-c1cc2c(s1)C(=O)NC2. Yields the product CCN(C)S(=O)(=O)c1ccc(-c2cnc(N)c(-c3cc4c(s3)C(=O)NC4)c2)nc1. As a reaction SMILES: [CH2:1]([CH3:2])[N:3]([S:4](=[O:5])(=[O:6])[c:7]1[cH:8][n:9][c:10]([Sn:13]([CH3:14])([CH3:15])[CH3:16])[cH:11][cH:12]1)[CH3:17].[NH2:18][c:19]1[n:20][cH:21][c:22]([Br:34])[cH:23][c:24]1-[c:25]1[cH:26][c:27]2[c:28]([s:33]1)[C:29](=[O:32])[NH:30][CH2:31]2>>[CH2:1]([CH3:2])[N:3]([S:4](=[O:5])(=[O:6])[c:7]1[cH:8][n:9][c:10](-[c:22]2[cH:21][n:20][c:19]([NH2:18])[c:24](-[c:25]3[cH:26][c:27]4[c:28]([s:33]3)[C:29](=[O:32])[NH:30][CH2:31]4)[cH:23]2)[cH:11][cH:12]1)[CH3:17]. Starting materials: C(C)(C)(C)OC(NC1CCC(CC1)NC(C1=CC(=CC(=C1)O)OC1=CC=C(C=C1)CNC(=O)OC(C)(C)C)=O)=O ({4-[3-[4-tert-Butoxycarbonylaminomethylphenoxy]-5-hydroxybenzoylamino]-cyclohexyl}carbamic acid tert-butyl ester), FC1=CC=C(C#N)C=C1 (4-fluoro-benzonitrile). Yields the product C(C)(C)(C)OC(NC1CCC(CC1)NC(C1=CC(=CC(=C1)OC1=CC=C(C=C1)C#N)OC1=CC=C(C=C1)CNC(=O)OC(C)(C)C)=O)=O ({4-[3-[4-(tert-Butoxycarbonylamino methyl)phenoxy]-5-(4-cyano phenoxy)benzoylamino]cyclohexyl}carbamic Acid Tert-butyl Ester). Yield: 92.8%. As a reaction SMILES: [C:1]([O:5][C:6](=[O:40])[NH:7][CH:8]1[CH2:13][CH2:12][CH:11]([NH:14][C:15](=[O:39])[C:16]2[CH:21]=[C:20]([OH:22])[CH:19]=[C:18]([O:23][C:24]3[CH:29]=[CH:28][C:27]([CH2:30][NH:31][C:32]([O:34][C:35]([CH3:38])([CH3:37])[CH3:36])=[O:33])=[CH:26][CH:25]=3)[CH:17]=2)[CH2:10][CH2:9]1)([CH3:4])([CH3:3])[CH3:2].F[C:42]1[CH:49]=[CH:48][C:45]([C:46]#[N:47])=[CH:44][CH:43]=1>>[C:1]([O:5][C:6](=[O:40])[NH:7][CH:8]1[CH2:13][CH2:12][CH:11]([NH:14][C:15](=[O:39])[C:16]2[CH:21]=[C:20]([O:22][C:42]3[CH:49]=[CH:48][C:45]([C:46]#[N:47])=[CH:44][CH:43]=3)[CH:19]=[C:18]([O:23][C:24]3[CH:25]=[CH:26][C:27]([CH2:30][NH:31][C:32]([O:34][C:35]([CH3:38])([CH3:37])[CH3:36])=[O:33])=[CH:28][CH:29]=3)[CH:17]=2)[CH2:10][CH2:9]1)([CH3:4])([CH3:2])[CH3:3]. Procedure details: Using 1.4 g (2.51 mmol) of {4-[3-[4-tert-Butoxycarbonylaminomethylphenoxy]-5-hydroxybenzoylamino]-cyclohexyl}carbamic acid tert-butyl ester and 4-fluoro-benzonitrile (0.76 g, 6.27 mmol) and following the procedure of Example 42(b) afforded 1.53 g of the required product. 1H NMR (DMSO-d6): δ 1.3 (4H, m), 1.4 (18H, s), 1.8 (4H, m), 3.2 (1H, m), 3.7 (1H, m), 4.15 (2H, d), 6.72 (1H, d), 7.20 (1H, s), 7.06 (2H, d), 7.18 (2H, d), 7.28 (2H, d), 7.38 (3H, d), 7.86 (2H, s), 8.3 (1H, d). The yield is 54.0%. Procedure details: Following the general procedure of Siadat and Lenz, J. Polym. Sci., Polym. Chem. Ed., 18, 3273 (1980), styrenesulphonyl chloride (8.1 g) was dissolved in anhydrous diethyl ether (75 ml) and the solution cooled to -10° C. To this was added methanol (1.5 ml) and powdered potassium hydroxide (5.9 g) over 10 minutes with vigorous stirring and the mixture was allowed to rise to room temperature over 41/2 hours. The resultant yellow-orange suspension was poured onto iced-water. This was extracted with... Starting materials: O (water), CO (methanol), [OH-].[K+] (potassium hydroxide), C(=CC1=CC=CC=C1)S(=O)(=O)Cl (styrenesulphonyl chloride). As a reaction SMILES: [CH:1]([S:9](Cl)(=O)=O)=[CH:2][C:3]1[CH:8]=[CH:7][CH:6]=[CH:5][CH:4]=1.[CH3:13][OH:14].[OH-:15].[K+].[OH2:17]>C(OCC)C>[CH:1]([S:9]([O:14][CH3:13])(=[O:17])=[O:15])=[CH:2][C:3]1[CH:8]=[CH:7][CH:6]=[CH:5][CH:4]=1 |f:2.3|. Conditions: temperature -10 celsius. Product: C(=CC1=CC=CC=C1)S(=O)(=O)OC (methyl styrene sulphonate). The solvent is C(C)OCC (diethyl ether). Reactants: ammonium salt, [OH-].[K+] (potassium hydroxide), Cl.NO (hydroxylamine hydrochloride salt), N1C=C(C2=CC=CC=C12)CC(C(=O)O)=O (indole-3-pyruvic acid), C(CC(=O)C(=O)O)(=O)O (oxalacetic acid), [OH-].[Na+] (sodium hydroxide), Cl (hydrochloric acid). Run in O (water). Reaction conditions: time 24 hour. Yields the product OC(CC(C(=O)O)=NO)(C(=O)O)CC1=CNC2=CC=CC=C12 (4-hydroxy-4-(3-indolylmethyl)-2-hydroxyiminoglutaric acid). Yield: 32.1%. RXN SMILES: [OH-:1].[K+].[NH:3]1[C:11]2[C:6](=[CH:7][CH:8]=[CH:9][CH:10]=2)[C:5]([CH2:12][C:13](=[O:17])[C:14]([OH:16])=[O:15])=[CH:4]1.[C:18]([OH:26])(=[O:25])[CH2:19][C:20](C(O)=O)=O.Cl.[NH2:28]O.[OH-].[Na+].Cl>O>[OH:17][C:13]([CH2:12][C:5]1[C:6]2[C:11](=[CH:10][CH:9]=[CH:8][CH:7]=2)[NH:3][CH:4]=1)([C:14]([OH:16])=[O:15])[CH2:20][C:19](=[N:28][OH:1])[C:18]([OH:26])=[O:25] |f:0.1,4.5,6.7|. Procedure: After 13.8 g of potassium hydroxide (having a purity of 85% by weight) was dissolved in 50 ml of water, 5.0 g (24.6 mmol) of indole-3-pyruvic acid and 9.8 g (73.8 mmol) of oxalacetic acid were added to the resulting solution, for reaction at ambient temperature for 72 hours (about pH 13 at the start of the reaction). To the reaction solution was added 6.8 g (98.4 mmol) of hydroxylamine hydrochloride salt. Then, the reaction solution was adjusted to pH 7.5 with aqueous 4N sodium hydroxide solutio... The reactants are Cc1c(Br)ccc(O)c1[N+](=O)[O-], CO, [H][H]. The product is Cc1c(Br)ccc(O)c1N. Reaction SMILES: [Br:1][c:2]1[c:3]([CH3:12])[c:4]([N+:9]([O-:10])=[O:11])[c:5]([OH:8])[cH:6][cH:7]1.[CH3:15][OH:16].[H:13][H:14]>>[Br:1][c:2]1[c:3]([CH3:12])[c:4]([NH2:9])[c:5]([OH:8])[cH:6][cH:7]1. Reactants: O (water), C1(CCCCC1)C1=C(OC2=C(C(=O)O)C=CC=C2)C=CC=C1 (2-(2-cyclohexylphenoxy)benzoic acid), polyphosphoric acid, C([O-])([O-])=O.[Na+].[Na+] (sodium carbonate). The solvent is CO (methanol). Conditions: time 2 hour. The product is C1(CCCCC1)C1=CC=CC=2C(C3=CC=CC=C3OC12)=O (4-cyclohexylxanthone). The yield is 77.0%. As a reaction SMILES: [CH:1]1([C:7]2[CH:22]=[CH:21][CH:20]=[CH:19][C:8]=2[O:9][C:10]2[CH:18]=[CH:17][CH:16]=[CH:15][C:11]=2C(O)=O)[CH2:6][CH2:5][CH2:4][CH2:3][CH2:2]1.[C:23](=[O:26])([O-])[O-].[Na+].[Na+].O>CO>[CH:1]1([C:7]2[C:8]3[O:9][C:10]4[C:11](=[CH:15][CH:16]=[CH:17][CH:18]=4)[C:23](=[O:26])[C:19]=3[CH:20]=[CH:21][CH:22]=2)[CH2:2][CH2:3][CH2:4][CH2:5][CH2:6]1 |f:1.2.3|. Procedure: A mixture of 18.4 g (65 mmol) of 2-(2-cyclohexylphenoxy)benzoic acid and 190 g of polyphosphoric acid is kept at 100° C. for 2 hours. The reaction mixture is then diluted with 200 ml of methanol, neutralized with sodium carbonate and poured onto about 800 ml of water. The product which has precipitated is filtered off, washed with water and dried under a high vacuum. 14.6 g (77% ) of 4-cyclohexylxanthone, melting point 122°-124° C., result as a beige powder. Starting materials: CC#N, CN(C)C(=N[N+](=O)[O-])NCc1cnc(Cl)s1, [H-], N#CBr, [Na+], CN(C)C=O, O. Product: CN(C)C(=N[N+](=O)[O-])N(C#N)Cc1cnc(Cl)s1. As a reaction SMILES: [CH3:28][C:29]#[N:30].[Cl:3][c:4]1[s:5][c:6]([CH2:9][NH:10][C:11](=[N:12][N+:13](=[O:14])[O-:15])[N:16]([CH3:17])[CH3:18])[cH:7][n:8]1.[H-:1].[N:19]#[C:20][Br:21].[Na+:2].[O:23]=[CH:24][N:25]([CH3:26])[CH3:27].[OH2:22]>>[Cl:3][c:4]1[s:5][c:6]([CH2:9][N:10]([C:11](=[N:12][N+:13](=[O:14])[O-:15])[N:16]([CH3:17])[CH3:18])[C:20]#[N:19])[cH:7][n:8]1. The reactants are BrC=1C=C(C(=O)O)C=C(C1)C(=O)N1CCCC1 (3-bromo-5-(pyrrolidine-1-carbonyl)benzoic acid), Cl.CN(CCCN=C=NCC)C (N-(3-dimethylaminopropyl)-N′-ethylcarbodiimide hydrochloride), ON1N=NC2=C1C=CC=C2 (1-hydroxybenzotriazole), C(C)(C)N(C(C)C)CC (N,N-diisopropylethylamine), CC1=NC=C(C=N1)CN ((2-methylpyrimidin-5-yl)methanamine). The reagents and catalysts are CN(C1=CC=NC=C1)C (4-dimethylaminopyridine). Run in C(Cl)Cl (methylene chloride), C(Cl)Cl (CH2Cl2). Reaction conditions: time 8 hour. Product: BrC=1C=C(C(=O)NCC=2C=NC(=NC2)C)C=C(C1)C(=O)N1CCCC1 (3-Bromo-N-((2-methylpyrimidin-5-yl)methyl)-5-(pyrrolidine-1-carbonyl)benzamide). Reaction SMILES: [Br:1][C:2]1[CH:3]=[C:4]([CH:8]=[C:9]([C:11]([N:13]2[CH2:17][CH2:16][CH2:15][CH2:14]2)=[O:12])[CH:10]=1)[C:5]([OH:7])=O.Cl.CN(C)CCCN=C=NCC.ON1C2C=CC=CC=2N=N1.C(N(CC)C(C)C)(C)C.[CH3:49][C:50]1[N:55]=[CH:54][C:53]([CH2:56][NH2:57])=[CH:52][N:51]=1>CN(C)C1C=CN=CC=1.C(Cl)Cl>[Br:1][C:2]1[CH:3]=[C:4]([CH:8]=[C:9]([C:11]([N:13]2[CH2:17][CH2:16][CH2:15][CH2:14]2)=[O:12])[CH:10]=1)[C:5]([NH:57][CH2:56][C:53]1[CH:52]=[N:51][C:50]([CH3:49])=[N:55][CH:54]=1)=[O:7] |f:1.2|. Procedure details: Into a round-bottom flask were charged 3-bromo-5-(pyrrolidine-1-carbonyl)benzoic acid (340 mg, 1.0 mmol), N-(3-dimethylaminopropyl)-N′-ethylcarbodiimide hydrochloride (0.39 g, 2.0 mmol), 1-hydroxybenzotriazole (0.30 g, 2.2 mmol), N,N-diisopropylethylamine (0.2 g, 1.5 mmol), methylene chloride (10 mL), 4-dimethylaminopyridine (5 mg, 0.04 mmol), and (2-methylpyrimidin-5-yl)methanamine (240 mg, 1.5 mmol). The mixture was stirred at room temperature overnight, and then diluted with CH2Cl2. The separ... RXN SMILES: [C:14](#[N:15])[Zn:16][C:17]#[N:18].[Cl:1][c:2]1[c:3]([C:10]([F:11])([F:12])[F:13])[cH:4][c:5]([CH2:8][OH:9])[cH:6][cH:7]1.[Pd:19].[c:20]1([P:21]([c:22]2[cH:23][cH:24][cH:25][cH:26][cH:27]2)[c:28]2[cH:29][cH:30][cH:31][cH:32][cH:33]2)[cH:34][cH:35][cH:36][cH:37][cH:38]1.[c:39]1([P:40]([c:41]2[cH:42][cH:43][cH:44][cH:45][cH:46]2)[c:47]2[cH:48][cH:49][cH:50][cH:51][cH:52]2)[cH:53][cH:54][cH:55][cH:56][cH:57]1.[c:58]1([P:59]([c:60]2[cH:61][cH:62][cH:63][cH:64][cH:65]2)[c:66]2[cH:67][cH:68][cH:69][cH:70][cH:71]2)[cH:72][cH:73][cH:74][cH:75][cH:76]1.[c:77]1([P:78]([c:79]2[cH:80][cH:81][cH:82][cH:83][cH:84]2)[c:85]2[cH:86][cH:87][cH:88][cH:89][cH:90]2)[cH:91][cH:92][cH:93][cH:94][cH:95]1>>[c:2]1([C:14]#[N:15])[c:3]([C:10]([F:11])([F:12])[F:13])[cH:4][c:5]([CH2:8][OH:9])[cH:6][cH:7]1. Reactants: N#C[Zn]C#N, OCc1ccc(Cl)c(C(F)(F)F)c1, [Pd], c1ccc(P(c2ccccc2)c2ccccc2)cc1, c1ccc(P(c2ccccc2)c2ccccc2)cc1, c1ccc(P(c2ccccc2)c2ccccc2)cc1, c1ccc(P(c2ccccc2)c2ccccc2)cc1. Yields the product N#Cc1ccc(CO)cc1C(F)(F)F. Starting materials: ClC=1C=CC(=C(C#N)C1)OC[C@@H](COC(C1=CC=CC=C1)(C1=CC=CC=C1)C1=CC=CC=C1)O (5-chloro-2-[[(2S)-2-hydroxy-3-(trityloxy)propyl]oxy]benzonitrile), FC(C(C(C(F)(F)F)(F)F)(F)F)(S(=O)(=O)F)F (Perfluorobutanesulfonyl fluoride), N12CCCCCC2=NCCC1 (1,8-diazabicyclo[5.4.0]undec-7-ene), ice, [OH-].[Na+] (sodium hydroxide). Solvent: C1(=CC=CC=C1)C (toluene), C1(=CC=CC=C1)C (Toluene). Reaction conditions: temperature 35 celsius. The product is ClC=1C=CC(=C(C#N)C1)OC[C@H](COC(C1=CC=CC=C1)(C1=CC=CC=C1)C1=CC=CC=C1)F (5-Chloro-2-[[(2R)-2-fluoro-3-(trityloxy)propyl]oxy]benzonitrile). Isolated yield 81.0%. RXN SMILES: [F:1]C(F)(S(F)(=O)=O)C(F)(F)C(F)(F)C(F)(F)F.N12CCCN=C1CCCCC2.[Cl:29][C:30]1[CH:31]=[CH:32][C:33]([O:38][CH2:39][C@H:40](O)[CH2:41][O:42][C:43]([C:56]2[CH:61]=[CH:60][CH:59]=[CH:58][CH:57]=2)([C:50]2[CH:55]=[CH:54][CH:53]=[CH:52][CH:51]=2)[C:44]2[CH:49]=[CH:48][CH:47]=[CH:46][CH:45]=2)=[C:34]([CH:37]=1)[C:35]#[N:36].[OH-].[Na+]>C1(C)C=CC=CC=1>[Cl:29][C:30]1[CH:31]=[CH:32][C:33]([O:38][CH2:39][C@@H:40]([F:1])[CH2:41][O:42][C:43]([C:56]2[CH:61]=[CH:60][CH:59]=[CH:58][CH:57]=2)([C:50]2[CH:55]=[CH:54][CH:53]=[CH:52][CH:51]=2)[C:44]2[CH:49]=[CH:48][CH:47]=[CH:46][CH:45]=2)=[C:34]([CH:37]=1)[C:35]#[N:36] |f:3.4|. Reported procedure: Perfluorobutanesulfonyl fluoride (594 g, 2.0 mol) and 1,8-diazabicyclo[5.4.0]undec-7-ene (282 g, 1.85 mol) were added to an ice-cooled toluene (14.5 L) solution of 5-chloro-2-[[(2S)-2-hydroxy-3-(trityloxy)propyl]oxy]benzonitrile (580 g, 1.23 mol) at the same temperature in a nitrogen atmosphere, followed by stirring the reaction mixture at 35° C. Toluene (2.0 L) and a 1N sodium hydroxide aqueous solution (1.7 L) were added to the reaction mixture to separate an organic layer which was then washe...